From a dataset of the Open Reaction Database (ORD), a public repository of structured organic reaction records. describe an organic reaction: reactants, conditions, products, and yield Starting materials: ClC=1C=C(C(=O)OCC)C=CC1N1C(OCC1C)=O (ethyl 3-chloro-4-(4-methyl-2-oxo-oxazolidin-3-yl)-benzoate), [OH-].[Li+] (lithium hydroxide). Solvent: CO (methanol). The product is ClC=1C=C(C(=O)O)C=CC1N1C(OCC1C)=O (3-chloro-4-(4-methyl-2-oxo-oxazolidin-3-yl)-benzoic acid). RXN SMILES: [Cl:1][C:2]1[CH:3]=[C:4]([CH:10]=[CH:11][C:12]=1[N:13]1[CH:17]([CH3:18])[CH2:16][O:15][C:14]1=[O:19])[C:5]([O:7]CC)=[O:6].[OH-].[Li+]>CO>[Cl:1][C:2]1[CH:3]=[C:4]([CH:10]=[CH:11][C:12]=1[N:13]1[CH:17]([CH3:18])[CH2:16][O:15][C:14]1=[O:19])[C:5]([OH:7])=[O:6] |f:1.2|. Procedure: 0.90 g (3.17 mmol) ethyl 3-chloro-4-(4-methyl-2-oxo-oxazolidin-3-yl)-benzoate are stirred for 1 hour in 50 ml of methanol with 10 ml 1-molar aqueous lithium hydroxide solution at ambient temperature. The mixture is then evaporated down to 20 ml i. vac., acidified with conc. hydrochloric acid and extracted with ethyl acetate. The combined organic phases are washed with sat. sodium chloride solution, dried over sodium sulphate and evaporated down i. vac. The residue is crystallised from a little d... Starting materials: C12C(N(C(=O)N1Cl)Cl)N(C(=O)N2Cl)Cl (1,3,4,6-tetrachloroglycoluril). Solvent: O (water). The product is C12C(NC(=O)N1)NC(=O)N2 (Glycoluril). RXN SMILES: [CH:1]12[N:12](Cl)[C:10](=[O:11])[N:9](Cl)[CH:2]1[N:3](Cl)[C:4]([N:6]2Cl)=[O:5]>O>[CH:1]12[NH:12][C:10](=[O:11])[NH:9][CH:2]1[NH:3][C:4]([NH:6]2)=[O:5]. Procedure: The purpose of the present example was to determine the pH conditions required to dissolve approximately 1% 1,3,4,6-tetrachloroglycoluril in water in the presence of detergent. Reactants: CS(=O)(=O)c1ccc(-c2cnn(Cc3ccccc3)c(=O)c2-c2ccc(F)cc2)cc1, Cc1ccccc1, Cl. The product is CS(=O)(=O)c1ccc(-c2cn[nH]c(=O)c2-c2ccc(F)cc2)cc1. As a reaction SMILES: [CH2:1]([c:2]1[cH:3][cH:4][cH:5][cH:6][cH:7]1)[n:8]1[n:9][cH:10][c:11](-[c:22]2[cH:23][cH:24][c:25]([S:28](=[O:29])(=[O:30])[CH3:31])[cH:26][cH:27]2)[c:12](-[c:15]2[cH:16][cH:17][c:18]([F:21])[cH:19][cH:20]2)[c:13]1=[O:14].[CH3:33][c:34]1[cH:35][cH:36][cH:37][cH:38][cH:39]1.[ClH:32]>>[nH:8]1[n:9][cH:10][c:11](-[c:22]2[cH:23][cH:24][c:25]([S:28](=[O:29])(=[O:30])[CH3:31])[cH:26][cH:27]2)[c:12](-[c:15]2[cH:16][cH:17][c:18]([F:21])[cH:19][cH:20]2)[c:13]1=[O:14].